This data is from the Open Reaction Database (ORD), a public repository of structured organic reaction records. The task is: describe an organic reaction: reactants, conditions, products, and yield The reactants are CCO, OCCCCC#Cc1ncccn1. Yields the product OCCCCCCc1ncccn1. RXN SMILES: [CH3:14][CH2:15][OH:16].[n:1]1[c:2]([C:7]#[C:8][CH2:9][CH2:10][CH2:11][CH2:12][OH:13])[n:3][cH:4][cH:5][cH:6]1>>[n:1]1[c:2]([CH2:7][CH2:8][CH2:9][CH2:10][CH2:11][CH2:12][OH:13])[n:3][cH:4][cH:5][cH:6]1. As a reaction SMILES: [Br:1][C:2]1[CH:3]=[CH:4][C:5]2[O:10][C:9]([CH3:12])([CH3:11])[CH2:8][CH:7]([C:13]3[CH:18]=[CH:17][CH:16]=[CH:15][N:14]=3)[C:6]=2[CH:19]=1.ClC1C=CC=C(C(OO)=[O:28])C=1>ClCCl>[Br:1][C:2]1[CH:3]=[CH:4][C:5]2[O:10][C:9]([CH3:11])([CH3:12])[CH2:8][CH:7]([C:13]3[CH:18]=[CH:17][CH:16]=[CH:15][N+:14]=3[O-:28])[C:6]=2[CH:19]=1. Procedure details: 330 mg of 6-bromo-3,4-dihydro-2,2-dimethyl-4-(2-pyridyl)-2H-1-benzopyran were dissolved in 10 ml of dichloromethane at room temperature and 280 mg of m-chloroperbenzoic acid were added. After stirring at room temperature for 3 days the mixture was washed with sodium bisulphite solution, then with sodium bicarbonate solution and finally with water. The organic phase was dried over sodium sulphate and evaporated. The residue was chromatographed on silica gel using 4% (v/v) methanol/ethyl acetate f... Reaction conditions: time 3 day. Reactants: BrC=1C=CC2=C(C(CC(O2)(C)C)C2=NC=CC=C2)C1 (6-bromo-3,4-dihydro-2,2-dimethyl-4-(2-pyridyl)-2H-1-benzopyran), ClC1=CC(=CC=C1)C(=O)OO (m-chloroperbenzoic acid). The solvent is ClCCl (dichloromethane). Product: BrC=1C=CC2=C(C(CC(O2)(C)C)C2=[N+](C=CC=C2)[O-])C1 (2-(6-bromo-3,4-dihydro-2,2-dimethyl-2H-1-benzopyran-4-yl)pyridine N-oxide). Isolated yield 72.1%. Starting materials: CCOCC, [Cl-], ClCCl, O=C(Cl)C(=O)Cl, C=[N+]=[N-], CN(C)C=O, O=C(O)c1ccoc1. Yields the product O=C(CCl)c1ccoc1. As a reaction SMILES: [CH3:22][CH2:23][O:24][CH2:25][CH3:26].[Cl-:15].[Cl:19][CH2:20][Cl:21].[Cl:9][C:10]([C:11]([Cl:12])=[O:13])=[O:14].[N+:16](=[CH2:17])=[N-:18].[O:27]=[CH:28][N:29]([CH3:30])[CH3:31].[OH:1][C:2](=[O:3])[c:4]1[cH:5][cH:6][o:7][cH:8]1>>[O:1]=[C:2]([c:4]1[cH:5][cH:6][o:7][cH:8]1)[CH2:10][Cl:9]. The reactants are FC(C1=CC=C(C=C1)C1=NSC2=C1C=CC(=C2)C#CCCCOS(=O)(=O)C)(F)F (Methanesulfonic acid 5-[3-(4-trifluoromethyl-phenyl)-benzo[d]isothiazol-6-yl]-pent-4-ynyl ester), COCCNC (2-Methoxyethylmethylamine). Product: COCCN(CCCC#CC1=CC2=C(C(=NS2)C2=CC=C(C=C2)C(F)(F)F)C=C1)C ((2-Methoxy-ethyl)-methyl-{5-[3-(4-trifluoromethyl-phenyl)-benzo[d]isothiazol-6-yl]-pent-4-ynyl}-amine). Reaction SMILES: [F:1][C:2]([F:29])([F:28])[C:3]1[CH:8]=[CH:7][C:6]([C:9]2[C:13]3[CH:14]=[CH:15][C:16]([C:18]#[C:19][CH2:20][CH2:21][CH2:22]OS(C)(=O)=O)=[CH:17][C:12]=3[S:11][N:10]=2)=[CH:5][CH:4]=1.[CH3:30][O:31][CH2:32][CH2:33][NH:34][CH3:35]>>[CH3:30][O:31][CH2:32][CH2:33][N:34]([CH3:35])[CH2:22][CH2:21][CH2:20][C:19]#[C:18][C:16]1[CH:15]=[CH:14][C:13]2[C:9]([C:6]3[CH:7]=[CH:8][C:3]([C:2]([F:28])([F:29])[F:1])=[CH:4][CH:5]=3)=[N:10][S:11][C:12]=2[CH:17]=1. Reported procedure: In analogy to example 17.1, Methanesulfonic acid 5-[3-(4-trifluoromethyl-phenyl)-benzo[d]isothiazol-6-yl]-pent-4-ynyl ester and 2-Methoxyethylmethylamine were converted to yield (2-Methoxy-ethyl)-methyl-{5-[3-(4-trifluoromethyl-phenyl)-benzo[d]isothiazol-6-yl]-pent-4-ynyl}-amine as orange oil, MS: 433 (MH+). Starting materials: Cl.C(C)(=O)OCC (Hydrochloric acid ethyl acetate), CN(CCCN(C=O)OCCC1N(CCCC1)CCCCCCCCCCCCCCCCCC)C (N-[3-(dimethylamino)propyl]-[2-(1-octadecyl-2-piperidyl)ethoxy]formamide). Run in C(C)(=O)OCC (ethyl acetate). Conditions: time 15 minute. The product is Cl.Cl.CN(CCCN(C=O)OCCC1N(CCCC1)CCCCCCCCCCCCCCCCCC)C (N-[3-(Dimethylamino)propyl]-[2-(1-octadecyl-2-piperidyl)ethoxy]formamide dihydrochloride). As a reaction SMILES: [ClH:1].C(OCC)(=O)C.[CH3:8][N:9]([CH3:43])[CH2:10][CH2:11][CH2:12][N:13]([O:16][CH2:17][CH2:18][CH:19]1[CH2:24][CH2:23][CH2:22][CH2:21][N:20]1[CH2:25][CH2:26][CH2:27][CH2:28][CH2:29][CH2:30][CH2:31][CH2:32][CH2:33][CH2:34][CH2:35][CH2:36][CH2:37][CH2:38][CH2:39][CH2:40][CH2:41][CH3:42])[CH:14]=[O:15]>C(OCC)(=O)C>[ClH:1].[ClH:1].[CH3:43][N:9]([CH3:8])[CH2:10][CH2:11][CH2:12][N:13]([O:16][CH2:17][CH2:18][CH:19]1[CH2:24][CH2:23][CH2:22][CH2:21][N:20]1[CH2:25][CH2:26][CH2:27][CH2:28][CH2:29][CH2:30][CH2:31][CH2:32][CH2:33][CH2:34][CH2:35][CH2:36][CH2:37][CH2:38][CH2:39][CH2:40][CH2:41][CH3:42])[CH:14]=[O:15] |f:0.1,4.5.6|. Reported procedure: 4N Hydrochloric acid/ethyl acetate solution (0.21 ml) was added to a solution of N-[3-(dimethylamino)propyl]-[2-(1-octadecyl-2-piperidyl)ethoxy]formamide (0.200 g) in ethyl acetate (4 ml) under argon gas atmosphere, while being cooled with ice. After being stirred for 15 minutes, the reaction mixture was concentrated. The residue was recrystallized with the mixed solution of ethyl acetate-hexane, thereby yielding the entitled compound (0.199 g) as white crystals. Starting materials: resultant solution, C(C(=C)CC(=O)OC)(=O)OC (dimethyl itaconate), CO (methanol), [H][H] (hydrogen), bis(bicyclo[2.2.1]hepta-2,5-diene)rhodium(I) perchlorate, C(C(=C)CC(=O)OC)(=O)OC (dimethyl itaconate). The reagents and catalysts are C(C)(C)(C)C1=CC2=C(OP(OC3=C2C=C(C=C3C(C)(C)C)C(C)(C)C)[C-]3C=CC=C3)C(=C1)C(C)(C)C.[C-]1(C=CC=C1)P1OC3=C(C2=C(O1)C(=CC(=C2)C(C)(C)C)C(C)(C)C)C=C(C=C3C(C)(C)C)C(C)(C)C.[Fe+2] (1,1'-Bis[2,4,8,10-tetrakis(tert-butyl)-dibenzo[d,f][1,3,2]dioxaphosphepin-6-yl]ferrocene). Solvent: CO.O1CCCC1 (methanol tetrahydrofuran). Reaction conditions: time 2 hour. The product is CC(C(=O)OC)CC(=O)OC (dimethyl 2-methylsuccinate). Yield: 99.1%. As a reaction SMILES: [C:1]([O:10][CH3:11])(=[O:9])[C:2]([CH2:4][C:5]([O:7][CH3:8])=[O:6])=[CH2:3].CO.[H][H]>CO.O1CCCC1.C(C1C=C(C(C)(C)C)C2OP([C-]3C=CC=C3)OC3C(C(C)(C)C)=CC(C(C)(C)C)=CC=3C=2C=1)(C)(C)C.[C-]1(P2OC3C(C(C)(C)C)=CC(C(C)(C)C)=CC=3C3C=C(C(C)(C)C)C=C(C(C)(C)C)C=3O2)C=CC=C1.[Fe+2]>[CH3:3][CH:2]([CH2:4][C:5]([O:7][CH3:8])=[O:6])[C:1]([O:10][CH3:11])=[O:9] |f:3.4,5.6.7|. Reported procedure: A mixture of 33 mg (0.031 mmol) of the ferrocenyl bis(phosphonite) prepared in Example 1 and 12 mg (0.031 mmol) of bis(bicyclo[2.2.1]hepta-2,5-diene)rhodium(I) perchlorate in 2 mL of methanol/tetrahydrofuran (1:1) solution is stirred for two hours. Then, to the resultant solution of rhodium complex is added a solution of 490 mg (3.1 mmol) of dimethyl itaconate and 13 mL of methanol in a pressure reactor. The reactor is then pressurized to 1018 psi with hydrogen and the reaction is stirred at amb... Starting materials: CCO, Cl, CCOC(=O)CCc1cn(Cc2ccc(OCc3nc(-c4ccccc4)oc3C)cc2)nc1-c1ccc(F)cc1, [Na+], C1CCOC1, [OH-]. Product: Cc1oc(-c2ccccc2)nc1COc1ccc(Cn2cc(CCC(=O)O)c(-c3ccc(F)cc3)n2)cc1. RXN SMILES: [CH3:43][CH2:44][OH:45].[ClH:46].[F:1][c:2]1[cH:3][cH:4][c:5](-[c:8]2[n:9][n:10]([CH2:20][c:21]3[cH:22][cH:23][c:24]([O:27][CH2:28][c:29]4[n:30][c:31](-[c:35]5[cH:36][cH:37][cH:38][cH:39][cH:40]5)[o:32][c:33]4[CH3:34])[cH:25][cH:26]3)[cH:11][c:12]2[CH2:13][CH2:14][C:15](=[O:16])[O:17][CH2:18][CH3:19])[cH:6][cH:7]1.[Na+:42].[O:47]1[CH2:48][CH2:49][CH2:50][CH2:51]1.[OH-:41]>>[F:1][c:2]1[cH:3][cH:4][c:5](-[c:8]2[n:9][n:10]([CH2:20][c:21]3[cH:22][cH:23][c:24]([O:27][CH2:28][c:29]4[n:30][c:31](-[c:35]5[cH:36][cH:37][cH:38][cH:39][cH:40]5)[o:32][c:33]4[CH3:34])[cH:25][cH:26]3)[cH:11][c:12]2[CH2:13][CH2:14][C:15](=[O:16])[OH:17])[cH:6][cH:7]1. Starting materials: C(C1=CC=CC=C1)C1=CC=CC=2CC(OC21)CN ((±)-1-(7-benzyl-2,3-dihydro-1-benzofuran-2-yl)methanamine), ClC(=O)OCC1=CC=CC=C1 (benzyl chloroformate), Intermediate 12. The product is C(C1=CC=CC=C1)OC(NCC1OC2=C(C1)C=CC=C2CC2=CC=CC=C2)=O ((±)-benzyl(7-benzyl-2,3-dihydro-1-benzofuran-2-yl)methylcarbamate). Isolated yield 94.8%. As a reaction SMILES: [CH2:1]([C:8]1[C:16]2[O:15][CH:14]([CH2:17][NH2:18])[CH2:13][C:12]=2[CH:11]=[CH:10][CH:9]=1)[C:2]1[CH:7]=[CH:6][CH:5]=[CH:4][CH:3]=1.Cl[C:20]([O:22][CH2:23][C:24]1[CH:29]=[CH:28][CH:27]=[CH:26][CH:25]=1)=[O:21]>>[CH2:23]([O:22][C:20](=[O:21])[NH:18][CH2:17][CH:14]1[CH2:13][C:12]2[CH:11]=[CH:10][CH:9]=[C:8]([CH2:1][C:2]3[CH:3]=[CH:4][CH:5]=[CH:6][CH:7]=3)[C:16]=2[O:15]1)[C:24]1[CH:29]=[CH:28][CH:27]=[CH:26][CH:25]=1. Procedure: Treatment of (±)-1-(7-benzyl-2,3-dihydro-1-benzofuran-2-yl)methanamine (2.0 g, 8.36 mmol) with disopropylethylamine (1.62 g, 12.56 mmol) and benzyl chloroformate (1.64 g, 9.61 mmol) generally according to the procedure described for Intermediate 12 provided 2.96 g (95%) of (±)-benzyl(7-benzyl-2,3-dihydro-1-benzofuran-2-yl)methylcarbamate as a colorless oil. Anal. calcd. for C24H23NO3 C, 77.19; H, 6.21; N, 3.75. Found C, 75.58; H, 6.42; N, 3.55. Chiral HPLC eparation of (±)-benzyl(7-benzyl-2,3-di... Reactants: [OH-].[Na+] (sodium hydroxide), 110, [I-].C[S+](=O)(C)C (trimethyl sulfoxonium iodide), C1(CC1)C(C=CC1=CC(=CC=C1)O)=O (1-cyclopropyl-3-(3-hydroxyphenyl)-2-propene-1-one). Run in CS(=O)C (DMSO), CS(=O)C (DMSO). Reaction conditions: time 30 minute. Product: C1(CC1)C(=O)C1C(C1)C1=CC(=CC=C1)O (2-(3-Hydroxyphenyl)cyclopropyl Cyclopropyl Ketone). As a reaction SMILES: [OH-].[Na+].[I-].[CH3:4][S+](C)(C)=O.[CH:9]1([C:12](=[O:22])[CH:13]=[CH:14][C:15]2[CH:20]=[CH:19][CH:18]=[C:17]([OH:21])[CH:16]=2)[CH2:11][CH2:10]1>CS(C)=O>[CH:9]1([C:12]([CH:13]2[CH2:4][CH:14]2[C:15]2[CH:20]=[CH:19][CH:18]=[C:17]([OH:21])[CH:16]=2)=[O:22])[CH2:11][CH2:10]1 |f:0.1,2.3|. Procedure details: To a 500 ml round bottom flask equipped with magnetic stirrer, nitrogen inlet, thermometer and addition funnel was charged 20 g (0.5 moles) of powdered sodium hydroxide, 110 (0.5 moles) of trimethyl sulfoxonium iodide, and 200 mls of anhydrous DMSO. The mixture was then stirred at ambient temperature for 30 minutes. The mixture was then cooled to 15° C., and a solution of 1-cyclopropyl-3-(3-hydroxyphenyl)-2-propene-1-one (47 g, 0.25 moles) was added dropwise in 50 mls of DMSO. The reaction was s... Starting materials: O=C(O)C1(CNOCc2ccccc2)CCCC1, CC(=O)OC(C)=O, O=CO, ClCCl. Yields the product O=CN(CC1(C(=O)O)CCCC1)OCc1ccccc1. As a reaction SMILES: [CH2:11]([c:12]1[cH:13][cH:14][cH:15][cH:16][cH:17]1)[O:18][NH:19][CH2:20][C:21]1([C:26](=[O:27])[OH:28])[CH2:22][CH2:23][CH2:24][CH2:25]1.[CH3:4][C:5]([O:6][C:7](=[O:8])[CH3:9])=[O:10].[CH:1](=[O:2])[OH:3].[Cl:29][CH2:30][Cl:31]>>[CH:1](=[O:2])[N:19]([O:18][CH2:11][c:12]1[cH:13][cH:14][cH:15][cH:16][cH:17]1)[CH2:20][C:21]1([C:26](=[O:27])[OH:28])[CH2:22][CH2:23][CH2:24][CH2:25]1.